Dataset: the Open Reaction Database (ORD), a public repository of structured organic reaction records. Task: describe an organic reaction: reactants, conditions, products, and yield Starting materials: CCOC(=O)C1CCN(c2nc3c(C#N)c(C)c(-c4ccccc4)c(N4CCC(N(C)C)C4)c3o2)CC1, Cl, [Na+], C1CCOC1, [OH-]. Yields the product Cc1c(-c2ccccc2)c(N2CCC(N(C)C)C2)c2oc(N3CCC(C(=O)O)CC3)nc2c1C#N. Reaction SMILES: [C:1](#[N:2])[c:3]1[c:4]([CH3:37])[c:5](-[c:31]2[cH:32][cH:33][cH:34][cH:35][cH:36]2)[c:6]([N:23]2[CH2:24][CH:25]([N:28]([CH3:29])[CH3:30])[CH2:26][CH2:27]2)[c:7]2[c:8]1[n:9][c:10]([N:12]1[CH2:13][CH2:14][CH:15]([C:18](=[O:19])[O:20][CH2:21][CH3:22])[CH2:16][CH2:17]1)[o:11]2.[ClH:40].[Na+:39].[O:41]1[CH2:42][CH2:43][CH2:44][CH2:45]1.[OH-:38]>>[C:1](#[N:2])[c:3]1[c:4]([CH3:37])[c:5](-[c:31]2[cH:32][cH:33][cH:34][cH:35][cH:36]2)[c:6]([N:23]2[CH2:24][CH:25]([N:28]([CH3:29])[CH3:30])[CH2:26][CH2:27]2)[c:7]2[c:8]1[n:9][c:10]([N:12]1[CH2:13][CH2:14][CH:15]([C:18](=[O:19])[OH:20])[CH2:16][CH2:17]1)[o:11]2. Starting materials: Cl (hydrochloric acid), ClC1=CC(=NC(=N1)C)N1CCN(CC1)CCO (2-(4-(6-chloro-2-methylpyrimidin-4-yl)piperazin-1-yl)ethanol), ClC1=CC(=NC(=N1)C)N1CCN(CC1)CCO (2-(4-(6-chloro-2-methylpyrimidin-4-yl)piperazin-1-yl)ethanol), NC=1SC(=CN1)C(=O)OC (methyl 2-aminothiazole-5-formate), NC=1SC(=CN1)C(=O)OC (methyl 2-aminothiazole-5-formate), C([O-])([O-])=O.[Cs+].[Cs+] (cesium carbonate), C=1C=CC(=CC1)P(C=2C=CC=CC2)C3=CC=C4C=CC=CC4=C3C5=C6C=CC=CC6=CC=C5P(C=7C=CC=CC7)C=8C=CC=CC8 (BINAP). The reagents and catalysts are C(C)(=O)[O-].[Pd+2].C(C)(=O)[O-] (palladium acetate). Run in C1(=CC=CC=C1)C (toluene). Yields the product OCCN1CCN(CC1)C1=CC(=NC(=N1)C)NC=1SC(=CN1)C(=O)OC (methyl 2-(6-(4-(2-hydroxylethyl)piperazin-1-yl)-2-methylpyrimidin-4-ylamino)thiazole-5-formate). Isolated yield 75.3%. RXN SMILES: Cl[C:2]1[N:7]=[C:6]([CH3:8])[N:5]=[C:4]([N:9]2[CH2:14][CH2:13][N:12]([CH2:15][CH2:16][OH:17])[CH2:11][CH2:10]2)[CH:3]=1.[NH2:18][C:19]1[S:20][C:21]([C:24]([O:26][CH3:27])=[O:25])=[CH:22][N:23]=1.C(=O)([O-])[O-].[Cs+].[Cs+].C1C=CC(P(C2C(C3C(P(C4C=CC=CC=4)C4C=CC=CC=4)=CC=C4C=3C=CC=C4)=C3C(C=CC=C3)=CC=2)C2C=CC=CC=2)=CC=1.Cl>C([O-])(=O)C.[Pd+2].C([O-])(=O)C.C1(C)C=CC=CC=1>[OH:17][CH2:16][CH2:15][N:12]1[CH2:13][CH2:14][N:9]([C:4]2[N:5]=[C:6]([CH3:8])[N:7]=[C:2]([NH:18][C:19]3[S:20][C:21]([C:24]([O:26][CH3:27])=[O:25])=[CH:22][N:23]=3)[CH:3]=2)[CH2:10][CH2:11]1 |f:2.3.4,7.8.9|. Reported procedure: 2-(4-(6-chloro-2-methylpyrimidin-4-yl)piperazin-1-yl)ethanol (Compound 4) (25.7 g, 0.1 mol), methyl 2-aminothiazole-5-formate (Compound 5) (18.9 g, 0.12 mol), cesium carbonate (45.6 g, 0.14 mol), palladium acetate (2.2 g, 0.01 mol) and BINAP (6.2 g, 0.01 mol) were mixed with toluene (1100 mL) in reaction flask, and heated by stirring to reflux for 16 h. The reactant was cooled and 2 mol/L hydrochloric acid was added and stirred for 10 mins. After vacuum filtration the filtrate was phase-separate... The reactants are [Al+3], CCOC(=O)CC(C)Nc1nc(CC)c(-c2cc3c(cc2OC)CCCC3)nc1CC, C1CCOC1, [H-], [H-], [H-], [H-], [Li+], [Mg+2], O=S(=O)([O-])[O-]. Yields the product CCc1nc(-c2cc3c(cc2OC)CCCC3)c(CC)nc1NC(C)CCO. Reaction SMILES: [Al+3:33].[CH2:1]([CH3:2])[c:3]1[c:4]([NH:23][CH:24]([CH2:25][C:26](=[O:27])[O:28][CH2:29][CH3:30])[CH3:31])[n:5][c:6]([CH2:21][CH3:22])[c:7](-[c:9]2[cH:10][c:11]3[c:16]([cH:17][c:18]2[O:19][CH3:20])[CH2:15][CH2:14][CH2:13][CH2:12]3)[n:8]1.[CH2:44]1[O:45][CH2:46][CH2:47][CH2:48]1.[H-:32].[H-:35].[H-:36].[H-:37].[Li+:34].[Mg+2:38].[O-:39][S:40]([O-:41])(=[O:42])=[O:43]>>[CH2:1]([CH3:2])[c:3]1[c:4]([NH:23][CH:24]([CH2:25][CH2:26][OH:27])[CH3:31])[n:5][c:6]([CH2:21][CH3:22])[c:7](-[c:9]2[cH:10][c:11]3[c:16]([cH:17][c:18]2[O:19][CH3:20])[CH2:15][CH2:14][CH2:13][CH2:12]3)[n:8]1. The reactants are C(C)(=O)OC1=C2CC3C(CC2=CC=C1)O3 (5-acetoxy-2,3-epoxy-1,2,3,4-tetrahydronaphthalene), C(C1=CC=CC=C1)N (benzylamine). The product is C(C1=CC=CC=C1)N[C@H]1[C@@H](CC2=CC=CC(=C2C1)O)O (Trans 3-benzylamino-2,5-dihydroxy-1,2,3,4-tetrahydronaphthalene). As a reaction SMILES: C([O:4][C:5]1[CH:14]=[CH:13][CH:12]=[C:11]2[C:6]=1[CH2:7][CH:8]1[O:15][CH:9]1[CH2:10]2)(=O)C.[CH2:16]([NH2:23])[C:17]1[CH:22]=[CH:21][CH:20]=[CH:19][CH:18]=1>>[CH2:16]([NH:23][C@@H:8]1[CH2:7][C:6]2[C:11](=[CH:12][CH:13]=[CH:14][C:5]=2[OH:4])[CH2:10][C@H:9]1[OH:15])[C:17]1[CH:22]=[CH:21][CH:20]=[CH:19][CH:18]=1. Reported procedure: A mixture of 5-acetoxy-2,3-epoxy-1,2,3,4-tetrahydronaphthalene (prepared in the manner disclosed in U.S. Pat. No. 4,076,843, 20.4 g) and benzylamine (85 mL) was heated in a bomb at 120° C. for 18 h. After cooling, excess amine was distilled off under high vacuum using a 70° C. bath. The semi-solid residue was triturated with chloroform (70 mL) and filtered. The filtercake was washed with chloroform, then with diethyl ether, and dried under vacuum to provide crude product. The crude product was r...